Dataset: the Open Reaction Database (ORD), a public repository of structured organic reaction records. Task: describe an organic reaction: reactants, conditions, products, and yield Starting materials: B1(OC(C(O1)(C)C)(C)C)B2OC(C(O2)(C)C)(C)C (bis(pinacolato)diboron), C(C)(=O)[O-].[K+] (potassium acetate), BrC=1C=C2C(=NC1)C(CN2C2=C(C(=NC1=CC(=CC=C21)F)C2=C(C=CC=C2)S(=O)(=O)C)C)(C)C (4-(6-bromo-3,3-dimethyl-2,3-dihydro-1H-pyrrolo[3,2-b]-pyridin-1-yl)-7-fluoro-3-methyl-2-(2-(methylsulfonyl)phenyl)quinoline). Solvent: O1CCOCC1 (1,4-dioxane). As a reaction SMILES: Br[C:2]1[CH:3]=[C:4]2[N:10]([C:11]3[C:20]4[C:15](=[CH:16][C:17]([F:21])=[CH:18][CH:19]=4)[N:14]=[C:13]([C:22]4[CH:27]=[CH:26][CH:25]=[CH:24][C:23]=4[S:28]([CH3:31])(=[O:30])=[O:29])[C:12]=3[CH3:32])[CH2:9][C:8]([CH3:34])([CH3:33])[C:5]2=[N:6][CH:7]=1.[B:35]1(B2OC(C)(C)C(C)(C)O2)[O:39]C(C)(C)C(C)(C)[O:36]1.C([O-])(=O)C.[K+]>O1CCOCC1.C1CCC(P(C2CCCCC2)C2CCCCC2)CC1.C1CCC(P(C2CCCCC2)C2CCCCC2)CC1.[Pd]>[F:21][C:17]1[CH:16]=[C:15]2[C:20]([C:11]([N:10]3[C:4]4[C:5](=[N:6][CH:7]=[C:2]([B:35]([OH:39])[OH:36])[CH:3]=4)[C:8]([CH3:33])([CH3:34])[CH2:9]3)=[C:12]([CH3:32])[C:13]([C:22]3[CH:27]=[CH:26][CH:25]=[CH:24][C:23]=3[S:28]([CH3:31])(=[O:29])=[O:30])=[N:14]2)=[CH:19][CH:18]=1 |f:2.3,5.6.7|. The reagents and catalysts are C1CCC(CC1)P(C2CCCCC2)C3CCCCC3.C1CCC(CC1)P(C2CCCCC2)C3CCCCC3.[Pd] (bis(tricyclohexylphosphine)palladium(o)). Reaction conditions: temperature 100 celsius. Reported procedure: A stirred solution of 4-(6-bromo-3,3-dimethyl-2,3-dihydro-1H-pyrrolo[3,2-b]-pyridin-1-yl)-7-fluoro-3-methyl-2-(2-(methylsulfonyl)phenyl)quinoline (93 mg, 0.17 mmol) (described herein) in 1,4-dioxane (2.5 mL) was sparged with N2 for 10 min. After this time bis(pinacolato)diboron (48.1 mg, 0.19 mmol), potassium acetate (25.3 mg, 0.26 mmol), and bis(tricyclohexylphosphine)palladium(o) (11.5 mg, 0.017 mmol) were added and the reaction heated at 100° C. for 16 h. The reaction was cooled to rt and par... Yields the product FC1=CC=C2C(=C(C(=NC2=C1)C1=C(C=CC=C1)S(=O)(=O)C)C)N1CC(C2=NC=C(C=C21)B(O)O)(C)C (1-(7-fluoro-3-methyl-2-(2-(methylsulfonyl)phenyl)quinolin-4-yl)-3,3-dimethyl-2,3-dihydro-1H-pyrrolo[3,2-b]pyridin-6-ylboronic acid).